Dataset: the Open Reaction Database (ORD), a public repository of structured organic reaction records. Task: describe an organic reaction: reactants, conditions, products, and yield Reactants: COC(=O)Cc1cn2cc(Br)cc(Br)c2n1, CCOC(C)=O, Cc1ccccc1, CCO, Cl, [K+], [K+], [K+], OB(O)c1ccccc1, O=P([O-])([O-])[O-], c1ccc(P(c2ccccc2)(c2ccccc2)[Pd](P(c2ccccc2)(c2ccccc2)c2ccccc2)(P(c2ccccc2)(c2ccccc2)c2ccccc2)P(c2ccccc2)(c2ccccc2)c2ccccc2)cc1. Product: COC(=O)Cc1cn2cc(Br)cc(-c3ccccc3)c2n1. As a reaction SMILES: [Br:2][c:3]1[cH:4][c:5]([Br:17])[c:6]2[n:7]([cH:8]1)[cH:9][c:10]([CH2:12][C:13](=[O:14])[O:15][CH3:16])[n:11]2.[CH3:35][CH2:36][O:37][C:38](=[O:39])[CH3:40].[CH3:41][c:42]1[cH:43][cH:44][cH:45][cH:46][cH:47]1.[CH3:48][CH2:49][OH:50].[ClH:1].[K+:32].[K+:33].[K+:34].[OH:18][B:19]([OH:20])[c:21]1[cH:22][cH:23][cH:24][cH:25][cH:26]1.[P:27]([O-:28])([O-:29])([O-:30])=[O:31].[cH:51]1[cH:52][cH:53][c:54]([P:55]([Pd:56]([P:57]([c:58]2[cH:59][cH:60][cH:61][cH:62][cH:63]2)([c:64]2[cH:65][cH:66][cH:67][cH:68][cH:69]2)[c:70]2[cH:71][cH:72][cH:73][cH:74][cH:75]2)([P:76]([c:77]2[cH:78][cH:79][cH:80][cH:81][cH:82]2)([c:83]2[cH:84][cH:85][cH:86][cH:87][cH:88]2)[c:89]2[cH:90][cH:91][cH:92][cH:93][cH:94]2)[P:95]([c:96]2[cH:97][cH:98][cH:99][cH:100][cH:101]2)([c:102]2[cH:103][cH:104][cH:105][cH:106][cH:107]2)[c:108]2[cH:109][cH:110][cH:111][cH:112][cH:113]2)([c:114]2[cH:115][cH:116][cH:117][cH:118][cH:119]2)[c:120]2[cH:121][cH:122][cH:123][cH:124][cH:125]2)[cH:126][cH:127]1>>[Br:2][c:3]1[cH:4][c:5](-[c:21]2[cH:22][cH:23][cH:24][cH:25][cH:26]2)[c:6]2[n:7]([cH:8]1)[cH:9][c:10]([CH2:12][C:13](=[O:14])[O:15][CH3:16])[n:11]2. The yield is 93.6%. The reactants are ClC(=O)OCC (ethyl chloroformate), C(CC)ON (n-propoxyamine), C([O-])([O-])=O.[K+].[K+] (potassium carbonate), C(CCl)Cl (ethylene dichloride). As a reaction SMILES: [CH2:1]([O:4][NH2:5])[CH2:2][CH3:3].C(Cl)CCl.C(=O)([O-])[O-].[K+].[K+].Cl[C:17]([O:19][CH2:20][CH3:21])=[O:18]>O>[CH2:1]([O:4][NH:5][C:17](=[O:18])[O:19][CH2:20][CH3:21])[CH2:2][CH3:3] |f:2.3.4|. Procedure details: 22 g (197 mmol) of n-propoxyamine hydroxhloride was dissolved in 100 ml of water, and 200 ml of ethylene dichloride was added thereto. Then, 27.2 g (197 mmol) of potassium carbonate was added in several times under cooling, and then 21.3 g (196 mmol) of ethyl chloroformate was dropwise added thereto at a temperature of not higher than 10° C. After raising the temperature to room temperature, the mixture was further stirred at the same temperature for 4 hours. The ethylene dichloride layer was se... Product: C(CC)ONC(OCC)=O (ethyl N-n-propoxycarbamate). Reaction conditions: time 4 hour. Run in O (water). Starting materials: ClC1=NN2C(C(=CC=C2)NCC2=C(C=CC=C2)N(S(=O)(=O)C)C)=N1 (N-{2-[(2-chloro-[1,2,4]triazolo[1,5-a]pyridin-8-ylamino)-methyl]-phenyl}-N-methyl-methanesulfonamide), N1(CCOCC1)C1CCC2=C(CC1)C=C(C=C2)N (7-morpholin-4-yl-6,7,8,9-tetrahydro-5H-benzocyclohepten-2-ylamine), C1(CCCCC1)P(C1=C(C=CC=C1)C1=C(C=CC=C1)P(C1CCCCC1)C1CCCCC1)C1CCCCC1 (2,2′-bis-dicyclohexylphosphanyl-biphenyl). Yields the product CN(S(=O)(=O)C)C1=C(C=CC=C1)CNC=1C=2N(C=CC1)N=C(N2)NC=2C=CC1=C(CCC(CC1)N1CCOCC1)C2 (N-Methyl-N-(2-{[2-(7-morpholin-4-yl-6,7,8,9-tetrahydro-5H-benzocyclohepten-2-ylamino)-[1,2,4]triazolo[1,5-a]pyridin-8-ylamino]-methyl}-phenyl)-methanesulfonamide), foam. The yield is 12.0%. As a reaction SMILES: Cl[C:2]1[N:24]=[C:5]2[C:6]([NH:10][CH2:11][C:12]3[CH:17]=[CH:16][CH:15]=[CH:14][C:13]=3[N:18]([CH3:23])[S:19]([CH3:22])(=[O:21])=[O:20])=[CH:7][CH:8]=[CH:9][N:4]2[N:3]=1.[N:25]1([CH:31]2[CH2:37][CH2:36][C:35]3[CH:38]=[C:39]([NH2:42])[CH:40]=[CH:41][C:34]=3[CH2:33][CH2:32]2)[CH2:30][CH2:29][O:28][CH2:27][CH2:26]1.C1(P(C2CCCCC2)C2C=CC=CC=2C2C=CC=CC=2P(C2CCCCC2)C2CCCCC2)CCCCC1>>[CH3:23][N:18]([C:13]1[CH:14]=[CH:15][CH:16]=[CH:17][C:12]=1[CH2:11][NH:10][C:6]1[C:5]2[N:4]([N:3]=[C:2]([NH:42][C:39]3[CH:40]=[CH:41][C:34]4[CH2:33][CH2:32][CH:31]([N:25]5[CH2:30][CH2:29][O:28][CH2:27][CH2:26]5)[CH2:37][CH2:36][C:35]=4[CH:38]=3)[N:24]=2)[CH:9]=[CH:8][CH:7]=1)[S:19]([CH3:22])(=[O:21])=[O:20]. Reported procedure: N-Methyl-N-(2-{[2-(7-morpholin-4-yl-6,7,8,9-tetrahydro-5H-benzocyclohepten-2-ylamino)-[1,2,4]triazolo[1,5-a]pyridin-8-ylamino]-methyl}-phenyl)-methanesulfonamide was prepared from N-{2-[(2-chloro-[1,2,4]triazolo[1,5-a]pyridin-8-ylamino)-methyl]-phenyl}-N-methyl-methanesulfonamide (100.0 mg, 0.2733 mmol) and 7-morpholin-4-yl-6,7,8,9-tetrahydro-5H-benzocyclohepten-2-ylamine (75.0 mg, 0.304 mmol) with 2,2′-bis-dicyclohexylphosphanyl-biphenyl (25.0 mg, 0.0457 mmol) as the ligand in a manner analogou... Reactants: C1CCOC1, Cc1ccc(Nc2cc(=O)n(C)cc2C(=O)O)c(F)c1, O=C(Oc1c(F)c(F)c(F)c(F)c1F)C(F)(F)F, c1ccncc1. Product: Cc1ccc(Nc2cc(=O)n(C)cc2C(=O)Oc2c(F)c(F)c(F)c(F)c2F)c(F)c1. RXN SMILES: [CH2:45]1[O:46][CH2:47][CH2:48][CH2:49]1.[F:1][c:2]1[c:3]([NH:4][c:5]2[c:6]([C:13](=[O:14])[OH:15])[cH:7][n:8]([CH3:12])[c:9](=[O:11])[cH:10]2)[cH:16][cH:17][c:18]([CH3:20])[cH:19]1.[F:21][C:22]([F:23])([F:24])[C:25]([O:37][c:26]1[c:27]([F:36])[c:28]([F:35])[c:29]([F:34])[c:30]([F:33])[c:31]1[F:32])=[O:38].[cH:39]1[cH:40][cH:41][n:42][cH:43][cH:44]1>>[F:1][c:2]1[c:3]([NH:4][c:5]2[c:6]([C:13](=[O:14])[O:15][c:26]3[c:27]([F:36])[c:28]([F:35])[c:29]([F:34])[c:30]([F:33])[c:31]3[F:32])[cH:7][n:8]([CH3:12])[c:9](=[O:11])[cH:10]2)[cH:16][cH:17][c:18]([CH3:20])[cH:19]1. Starting materials: OC1CN(CC1)[C@@H]1[C@@H](CCCC1)NC(C1=C(C=C(C=C1SC)C(F)(F)F)OC)=O (cis-N-[2-(3-Hydroxy-pyrrolidin-1-yl)-cyclohexyl]-2-methoxy-6-methylsulfanyl-4-trifluoromethyl-benzamide), COCCN(CCOC)S(F)(F)F (bis(2-methoxyethyl)aminosulfur trifluoride). Yields the product FC1CN(CC1)[C@@H]1[C@@H](CCCC1)NC(C1=C(C=C(C=C1SC)C(F)(F)F)OC)=O (cis-N-[2-(3-Fluoro-pyrrolidin-1-yl)-cyclohexyl]-2-methoxy-6-methylsulfanyl-4-trifluoromethyl-benzamide). Reaction SMILES: O[CH:2]1[CH2:6][CH2:5][N:4]([C@H:7]2[CH2:12][CH2:11][CH2:10][CH2:9][C@H:8]2[NH:13][C:14](=[O:29])[C:15]2[C:20]([S:21][CH3:22])=[CH:19][C:18]([C:23]([F:26])([F:25])[F:24])=[CH:17][C:16]=2[O:27][CH3:28])[CH2:3]1.COCCN(S(F)(F)[F:40])CCOC>>[F:40][CH:2]1[CH2:6][CH2:5][N:4]([C@H:7]2[CH2:12][CH2:11][CH2:10][CH2:9][C@H:8]2[NH:13][C:14](=[O:29])[C:15]2[C:20]([S:21][CH3:22])=[CH:19][C:18]([C:23]([F:26])([F:25])[F:24])=[CH:17][C:16]=2[O:27][CH3:28])[CH2:3]1. Reported procedure: The title compound, light yellow solid, MS: m/e=435.3 [(M+H)+], was prepared in accordance with the general method of example 17 from cis-N-[2-(3-Hydroxy-pyrrolidin-1-yl)-cyclohexyl]-2-methoxy-6-methylsulfanyl-4-trifluoromethyl-benzamide (example 24) and bis(2-methoxyethyl)aminosulfur trifluoride. The two diastereomers were not separated. Starting materials: C1(CC1)NC1=C2N=CN(C2=NC(=N1)NC(C(C)C)=O)[C@H]1C=C[C@H](C1)CO (N-{6-(cyclopropylamino)-9-[(1R,4S)-4-(hydroxymethyl)cyclopent-2-enyl]-9H-purin-2-yl}isobutyramide), solution, [OH-].[Na+] (NaOH), C1(=CC=CC=C1)C (toluene), OS(=O)(=O)O (H2SO4). Run in C(C)(C)O (isopropanol). Conditions: temperature 22.5 celsius. Product: C1CC1NC2=NC(=NC3=C2N=CN3[C@@H]4C[C@@H](C=C4)CO)N.C1CC1NC2=NC(=NC3=C2N=CN3[C@@H]4C[C@@H](C=C4)CO)N.OS(=O)(=O)O (Abacavir hemisulfate). The yield is 87.8%. RXN SMILES: [CH:1]1([NH:4][C:5]2[N:13]=[C:12]([NH:14]C(=O)C(C)C)[N:11]=[C:10]3[C:6]=2[N:7]=[CH:8][N:9]3[C@@H:20]2[CH2:24][C@H:23]([CH2:25][OH:26])[CH:22]=[CH:21]2)[CH2:3][CH2:2]1.[OH-].[Na+].C1(C)C=CC=CC=1.[OH:36][S:37]([OH:40])(=[O:39])=[O:38]>C(O)(C)C>[CH2:2]1[CH:1]([NH:4][C:5]2[C:6]3[N:7]=[CH:8][N:9]([C@H:20]4[CH:21]=[CH:22][C@@H:23]([CH2:25][OH:26])[CH2:24]4)[C:10]=3[N:11]=[C:12]([NH2:14])[N:13]=2)[CH2:3]1.[CH2:2]1[CH:1]([NH:4][C:5]2[C:6]3[N:7]=[CH:8][N:9]([C@H:20]4[CH:21]=[CH:22][C@@H:23]([CH2:25][OH:26])[CH2:24]4)[C:10]=3[N:11]=[C:12]([NH2:14])[N:13]=2)[CH2:3]1.[OH:39][S:37]([OH:40])(=[O:38])=[O:36] |f:1.2,6.7.8|. Reported procedure: N-{6-(cyclopropylamino)-9-[(1R,4S)-4-(hydroxymethyl)cyclopent-2-enyl]-9H-purin-2-yl}isobutyramide (6.56 g, 18.40 mmol) was slurried in a mixture of isopropanol (32.8 ml) and 10% solution of NaOH (36.1 ml, 92.0 mmol). The mixture was refluxed for 1 h. The resulting solution was cooled to 20-25° C. and toluene (32.8 ml) was added. The layers were separated and H2SO4 96% (0.61 ml, 11.03 mmol) was added dropwise to the organic layer. This mixture was cooled to 0-5° C. and the resulting slurry filter... The reactants are COc1ccc(Br)c(O)c1, O=C([O-])[O-], CCOC(CBr)OCC, CCOC(C)=O, CN(C)C=O, [K+], [K+], [Na+], [OH-]. Yields the product CCOC(COc1cc(OC)ccc1Br)OCC. RXN SMILES: [Br:1][c:2]1[c:3]([OH:10])[cH:4][c:5]([O:8][CH3:9])[cH:6][cH:7]1.[C:11](=[O:12])([O-:13])[O-:14].[CH2:17]([CH3:18])[O:19][CH:20]([CH2:21][Br:22])[O:23][CH2:24][CH3:25].[CH3:26][CH2:27][O:28][C:29](=[O:30])[CH3:31].[CH3:32][N:33]([CH3:34])[CH:35]=[O:36].[K+:15].[K+:16].[Na+:38].[OH-:37]>>[Br:1][c:2]1[c:3]([O:10][CH2:21][CH:20]([O:19][CH2:17][CH3:18])[O:23][CH2:24][CH3:25])[cH:4][c:5]([O:8][CH3:9])[cH:6][cH:7]1. Reactants: C(C)(C)(C)OC(N[C@H]([C@H](C[C@@H](C)C(NCCC(C)(C)C)=O)O)CC1=CC=CC=C1)=O ([(1S,2S,4R)-1-Benzyl-4-(3,3-dimethylbutylcarbamoyl)-2-hydroxypentyl]-carbamic acid t-butyl ester), C1(CC1)CN (cyclopropylmethylamine), C(C)(C)OC=1C=C(C(=O)N[C@@H](CC2=CC=CC=C2)[C@H]2OC([C@@H](C2)C)=O)C=C(C1)N1C(CCC1)=O (3-Isopropoxy-N-[(S)-1-((2S,4R)-4-methyl-5-oxotetrahydrofuran-2-yl)-2-phenylethyl]-5-(2-oxopyrrolidin-1-yl)benzamide). Product: C(C1=CC=CC=C1)[C@@H]([C@H](C[C@@H](C)C(NCC1CC1)=O)O)NC(C1=CC(=CC(=C1)N1C(CCC1)=O)OC(C)C)=O (N-[(1S,2S,4R)-1-Benzyl-4-(cyclopropylmethylcarbamoyl)-2-hydroxypentyl]-3-isopropoxy-5-(2-oxopyrrolidin-1-yl)benzamide). RXN SMILES: C(O[C:6](=[O:30])[NH:7][C@@H:8]([CH2:23][C:24]1[CH:29]=[CH:28][CH:27]=[CH:26][CH:25]=1)[C@@H:9]([OH:22])[CH2:10][C@H:11]([C:13](=[O:21])[NH:14][CH2:15][CH2:16][C:17]([CH3:20])(C)C)[CH3:12])(C)(C)C.C1(CN)CC1.[CH:36]([O:39][C:40]1[CH:41]=[C:42]([CH:61]=[C:62]([N:64]2[CH2:68][CH2:67][CH2:66][C:65]2=[O:69])[CH:63]=1)C(N[C@H]([C@@H]1C[C@@H](C)C(=O)O1)CC1C=CC=CC=1)=O)([CH3:38])[CH3:37]>>[CH2:23]([C@H:8]([NH:7][C:6](=[O:30])[C:42]1[CH:61]=[C:62]([N:64]2[CH2:68][CH2:67][CH2:66][C:65]2=[O:69])[CH:63]=[C:40]([O:39][CH:36]([CH3:38])[CH3:37])[CH:41]=1)[C@@H:9]([OH:22])[CH2:10][C@H:11]([C:13](=[O:21])[NH:14][CH2:15][CH:16]1[CH2:17][CH2:20]1)[CH3:12])[C:24]1[CH:25]=[CH:26][CH:27]=[CH:28][CH:29]=1. Reported procedure: Prepared in an analogous manner to D1 from cyclopropylmethylamine and 3-isopropoxy-N-[(S)-1-((2S,4R)-4-methyl-5-oxotetrahydrofuran-2-yl)-2-phenylethyl]-5-(2-oxopyrrolidin-1-yl)benzamide (D49). Reactants: C(C=C)OC(=O)N1[C@@H](C[C@H](C1)O[Si](C)(C)C(C)(C)C)C(Cl)C=1C=NC=NC1 (1-{(2S,4R)-1-allyloxycarbonyl-4-(t-butyldimethylsilyloxy)-pyrrolidin-2-yl }-1-(pyrimidin-5-yl)-1-chloromethane), C(CCC)[SnH](CCCC)CCCC (tributyltin hydride), azoisobutyronitrile. Solvent: C1(=CC=CC=C1)C (toluene). Reaction conditions: temperature 80 celsius, time 2 hour. Product: C(C=C)OC(=O)N1[C@@H](C[C@H](C1)O[Si](C)(C)C(C)(C)C)CC=1C=NC=NC1 ((2R,4R)-1-allyloxycarbonyl-4-t-butyldimethylsilyloxy-2-(pyrimidin-5-ylmethyl) pyrrolidine). The yield is 84.9%. As a reaction SMILES: [CH2:1]([O:4][C:5]([N:7]1[CH2:11][C@H:10]([O:12][Si:13]([C:16]([CH3:19])([CH3:18])[CH3:17])([CH3:15])[CH3:14])[CH2:9][C@H:8]1[CH:20]([C:22]1[CH:23]=[N:24][CH:25]=[N:26][CH:27]=1)Cl)=[O:6])[CH:2]=[CH2:3].C([SnH](CCCC)CCCC)CCC>C1(C)C=CC=CC=1>[CH2:1]([O:4][C:5]([N:7]1[CH2:11][C@H:10]([O:12][Si:13]([C:16]([CH3:18])([CH3:19])[CH3:17])([CH3:14])[CH3:15])[CH2:9][C@H:8]1[CH2:20][C:22]1[CH:23]=[N:24][CH:25]=[N:26][CH:27]=1)=[O:6])[CH:2]=[CH2:3]. Procedure: Under nitrogen atmosphere to a solution of 1-{(2S,4R)-1-allyloxycarbonyl-4-(t-butyldimethylsilyloxy)-pyrrolidin-2-yl }-1-(pyrimidin-5-yl)-1-chloromethane (37.4 g) in toluene (750 ml) were added firstly tributyltin hydride (29.1 g) and secondly azoisobutyronitrile (0.45 g) at room temperature. After the reaction mixture was stirred at 80° C. for two hours, it was cooled and concentrated under reduced pressure. The residue was subjected to silica gel column chromatography (400 g) (solvent; hexane:...